Dataset: the Open Reaction Database (ORD), a public repository of structured organic reaction records. Task: describe an organic reaction: reactants, conditions, products, and yield Reactants: Cn1nnnc1S(=O)CCCCS(=O)(=O)c1nnnn1C, O=COO, O=CO, [Na+], O, OO, O=S([O-])O. The product is Cn1nnnc1S(=O)(=O)CCCCS(=O)(=O)c1nnnn1C. As a reaction SMILES: [CH3:1][n:2]1[n:3][n:4][n:5][c:6]1[S:7](=[O:8])(=[O:9])[CH2:10][CH2:11][CH2:12][CH2:13][S:14](=[O:15])[c:16]1[n:17][n:18][n:19][n:20]1[CH3:21].[CH:29]([O:30][OH:31])=[O:32].[CH:33]([OH:34])=[O:35].[Na+:24].[OH2:36].[OH:22][OH:23].[OH:25][S:26](=[O:27])[O-:28]>>[CH3:1][n:2]1[n:3][n:4][n:5][c:6]1[S:7](=[O:8])(=[O:9])[CH2:10][CH2:11][CH2:12][CH2:13][S:14](=[O:15])([c:16]1[n:17][n:18][n:19][n:20]1[CH3:21])=[O:25]. Yield: 63.7%. The reactants are C(C)NC1=C(C=C(C(=C1)OC)OC)[C@H]1CC=2C=CC(=CC2CC1)OC(C(C)(C)C)=O (pivalic acid (R)-6-(2-ethylamino-4,5-dimethoxyphenyl)-5,6,7,8-tetrahydronaphthalen-2-yl ester), Cl.N1(CCCCCC1)CCOC1=NC=C(C(=O)O)C=C1 (6-(2-azepan-1-ylethoxy)nicotinic acid hydrochloride). The product is N1(CCCCCC1)CCOC1=CC=C(C=N1)CN(C1=C(C=C(C(=C1)OC)OC)[C@H]1CC=2C=CC(=CC2CC1)O)CC ((R)-6-{2-{[6-(2-Azepan-1-ylethoxy)pyridin-3-ylmethyl]ethylamino}-4,5-dimethoxyphenyl}-5,6,7,8-tetrahydronaphthalen-2-ol). Procedure: Synthesized from pivalic acid (R)-6-(2-ethylamino-4,5-dimethoxyphenyl)-5,6,7,8-tetrahydronaphthalen-2-yl ester (30 mg) and 6-(2-azepan-1-ylethoxy)nicotinic acid hydrochloride (60 mg) according to an analogous synthetic method to Example 337 described below and purified by LC-MS, the title compound (26 mg) was obtained. Reaction SMILES: [CH2:1]([NH:3][C:4]1[CH:9]=[C:8]([O:10][CH3:11])[C:7]([O:12][CH3:13])=[CH:6][C:5]=1[C@@H:14]1[CH2:23][CH2:22][C:21]2[CH:20]=[C:19]([O:24]C(=O)C(C)(C)C)[CH:18]=[CH:17][C:16]=2[CH2:15]1)[CH3:2].Cl.[N:32]1([CH2:39][CH2:40][O:41][C:42]2[CH:50]=[CH:49][C:45]([C:46](O)=O)=[CH:44][N:43]=2)[CH2:38][CH2:37][CH2:36][CH2:35][CH2:34][CH2:33]1>>[N:32]1([CH2:39][CH2:40][O:41][C:42]2[N:43]=[CH:44][C:45]([CH2:46][N:3]([CH2:1][CH3:2])[C:4]3[CH:9]=[C:8]([O:10][CH3:11])[C:7]([O:12][CH3:13])=[CH:6][C:5]=3[C@@H:14]3[CH2:23][CH2:22][C:21]4[CH:20]=[C:19]([OH:24])[CH:18]=[CH:17][C:16]=4[CH2:15]3)=[CH:49][CH:50]=2)[CH2:38][CH2:37][CH2:36][CH2:35][CH2:34][CH2:33]1 |f:1.2|. Reactants: CCCC[Sn](CCCC)(CCCC)c1ccncc1, O=c1c2ncn(-c3ccccc3)c2nc(-c2ccc(I)cc2)n1-c1ccc(Cl)cc1, [Pd], c1ccc(P(c2ccccc2)c2ccccc2)cc1, c1ccc(P(c2ccccc2)c2ccccc2)cc1, c1ccc(P(c2ccccc2)c2ccccc2)cc1, c1ccc(P(c2ccccc2)c2ccccc2)cc1. The product is O=c1c2ncn(-c3ccccc3)c2nc(-c2ccc(-c3ccncc3)cc2)n1-c1ccc(Cl)cc1. RXN SMILES: [CH2:31]([Sn:32]([CH2:33][CH2:34][CH2:35][CH3:42])([c:36]1[cH:37][cH:38][n:39][cH:40][cH:41]1)[CH2:43][CH2:44][CH2:45][CH3:46])[CH2:47][CH2:48][CH3:49].[Cl:1][c:2]1[cH:3][cH:4][c:5](-[n:8]2[c:9](-[c:24]3[cH:25][cH:26][c:27]([I:30])[cH:28][cH:29]3)[n:10][c:11]3[n:12](-[c:18]4[cH:19][cH:20][cH:21][cH:22][cH:23]4)[cH:13][n:14][c:15]3[c:16]2=[O:17])[cH:6][cH:7]1.[Pd:50].[c:108]1([P:109]([c:110]2[cH:111][cH:112][cH:113][cH:114][cH:115]2)[c:116]2[cH:117][cH:118][cH:119][cH:120][cH:121]2)[cH:122][cH:123][cH:124][cH:125][cH:126]1.[c:51]1([P:52]([c:53]2[cH:54][cH:55][cH:56][cH:57][cH:58]2)[c:59]2[cH:60][cH:61][cH:62][cH:63][cH:64]2)[cH:65][cH:66][cH:67][cH:68][cH:69]1.[c:70]1([P:71]([c:72]2[cH:73][cH:74][cH:75][cH:76][cH:77]2)[c:78]2[cH:79][cH:80][cH:81][cH:82][cH:83]2)[cH:84][cH:85][cH:86][cH:87][cH:88]1.[c:89]1([P:90]([c:91]2[cH:92][cH:93][cH:94][cH:95][cH:96]2)[c:97]2[cH:98][cH:99][cH:100][cH:101][cH:102]2)[cH:103][cH:104][cH:105][cH:106][cH:107]1>>[Cl:1][c:2]1[cH:3][cH:4][c:5](-[n:8]2[c:9](-[c:24]3[cH:25][cH:26][c:27](-[c:36]4[cH:37][cH:38][n:39][cH:40][cH:41]4)[cH:28][cH:29]3)[n:10][c:11]3[n:12](-[c:18]4[cH:19][cH:20][cH:21][cH:22][cH:23]4)[cH:13][n:14][c:15]3[c:16]2=[O:17])[cH:6][cH:7]1. The reactants are Cl (Hydrochloric acid), COC=1C=C(C=CC1OC)/C(/C#N)=C/C=1SC(=CC1)N(C)CCN(C)C ((Z)-2-(3,4-dimethoxy-phenyl)-3-{5-[(2-dimethylamino-ethyl)-methyl-amino]-thiophen-2-yl}-acrylonitrile). Reaction conditions: time 1 hour. The product is Cl.COC=1C=C(C=CC1OC)/C(/C#N)=C/C=1SC(=CC1)N(C)CCN(C)C ((Z)-2-(3,4-dimethoxy-phenyl)-3-{5-[(2-dimethylamino-ethyl)-methyl-amino]-thiophen-2-yl}-acrylonitrile hydrochloride). Isolated yield 91.0%. Reaction SMILES: [ClH:1].[CH3:2][O:3][C:4]1[CH:5]=[C:6](/[C:12](=[CH:15]/[C:16]2[S:17][C:18]([N:21]([CH2:23][CH2:24][N:25]([CH3:27])[CH3:26])[CH3:22])=[CH:19][CH:20]=2)/[C:13]#[N:14])[CH:7]=[CH:8][C:9]=1[O:10][CH3:11]>>[ClH:1].[CH3:2][O:3][C:4]1[CH:5]=[C:6](/[C:12](=[CH:15]/[C:16]2[S:17][C:18]([N:21]([CH2:23][CH2:24][N:25]([CH3:27])[CH3:26])[CH3:22])=[CH:19][CH:20]=2)/[C:13]#[N:14])[CH:7]=[CH:8][C:9]=1[O:10][CH3:11] |f:2.3|. Procedure: 0.1N Hydrochloric acid (3.0 mL) was added to Compound 10 (100 mg), and purified water (5 mL) and acetonitrile (5 mL) were added to the mixture, to thereby dissolve the mixture. The solution was stirred at room temperature for 1 hour, and the solvent was evaporated to dryness, followed by thoroughly drying, to thereby yield the target product (yield: 100 mg, 91%). Reactants: [N+](=O)([O-])C1=C(C=CC(=C1)N1C=CC=C1)F (2-Nitro-4-(1-pyrrolyl)fluorobenzene), C(C)(=O)NC1=CC(=CC=C1)C1=NC=CC=C1 (N-Acetyl 3-(2-pyridyl)aniline). The product is N1=C(C=CC=C1)C=1C=C(C=CC1)NC1=C(C=C(C=C1)N1C=CC=C1)[N+](=O)[O-] (N-(3-(2-Pyridyl)phenyl)-2-nitro-4-(1-pyrrolyl)aniline). Yield: 30.0%. RXN SMILES: [N+:1]([C:4]1[CH:9]=[C:8]([N:10]2[CH:14]=[CH:13][CH:12]=[CH:11]2)[CH:7]=[CH:6][C:5]=1F)([O-:3])=[O:2].C([NH:19][C:20]1[CH:25]=[CH:24][CH:23]=[C:22]([C:26]2[CH:31]=[CH:30][CH:29]=[CH:28][N:27]=2)[CH:21]=1)(=O)C>>[N:27]1[CH:28]=[CH:29][CH:30]=[CH:31][C:26]=1[C:22]1[CH:21]=[C:20]([NH:19][C:5]2[CH:6]=[CH:7][C:8]([N:10]3[CH:14]=[CH:13][CH:12]=[CH:11]3)=[CH:9][C:4]=2[N+:1]([O-:3])=[O:2])[CH:25]=[CH:24][CH:23]=1. Procedure: N-(3-(2-Pyridyl)phenyl)-2-nitro-4-(1-pyrrolyl)aniline (3e) was prepared analogously from 1a and 2g. Yield: 30%. The product was isolated as an oil. Starting materials: Cl (HCl), NC=1C(=CC(=C(C1)NC(C)=O)F)Cl (N-(5-amino4-chloro-2-fluorophenyl)acetamide), N1=CC=CC=C1 (pyridine), ClCS(=O)(=O)Cl (chloromethanesulfonyl chloride). Run in O (water), C(C)(=O)OCC (ethyl acetate). Reaction conditions: temperature 20 celsius. Product: ClC1=CC(=C(C=C1NS(=O)(=O)CCl)NC(C)=O)F (N-[4-chloro-5-[[(chloromethyl)sulfonyl]amino]-2-fluorophenyl]acetamide). As a reaction SMILES: [NH2:1][C:2]1[C:3]([Cl:13])=[CH:4][C:5]([F:12])=[C:6]([NH:8][C:9](=[O:11])[CH3:10])[CH:7]=1.N1C=CC=CC=1.[Cl:20][CH2:21][S:22](Cl)(=[O:24])=[O:23].Cl>O.C(OCC)(=O)C>[Cl:13][C:3]1[C:2]([NH:1][S:22]([CH2:21][Cl:20])(=[O:24])=[O:23])=[CH:7][C:6]([NH:8][C:9](=[O:11])[CH3:10])=[C:5]([F:12])[CH:4]=1. Reported procedure: 1000 g of crude N-(5-amino4-chloro-2-fluorophenyl)acetamide (4.93 mol) which still contained 1 L of ethyl acetate was dissolved in 3900 g (49.3 mol) of pyridine at 20° C. To the yellow solution was added 845 g (5.42 mol) of chloromethanesulfonyl chloride at 20-30° C. over 1-2 hours. The solution was allowed to stir for 1 additional hour. 2300 g of pyridine were distilled off under reduced pressure at 40° C. To the remaining reaction mixture were added 5.3 L of water and 1.7 L of concentrated HCl... Reactants: O=S(=O)(Cl)c1cccc(C(F)(F)F)c1, NCCCCC(NC(=O)OCC1c2ccccc2-c2ccccc21)C(=O)O. Product: O=C(NC(CCCCNS(=O)(=O)c1cccc(C(F)(F)F)c1)C(=O)O)OCC1c2ccccc2-c2ccccc21. RXN SMILES: [F:28][C:29]([c:30]1[cH:31][c:32]([S:36](=[O:37])(=[O:38])[Cl:39])[cH:33][cH:34][cH:35]1)([F:40])[F:41].[cH:1]1[cH:2][cH:3][cH:4][c:5]2[c:13]1[CH:12]([CH2:14][O:15][C:16](=[O:17])[NH:18][CH:19]([CH2:20][CH2:21][CH2:22][CH2:23][NH2:24])[C:25](=[O:26])[OH:27])[c:11]1[c:6]-2[cH:7][cH:8][cH:9][cH:10]1>>[cH:1]1[cH:2][cH:3][cH:4][c:5]2[c:13]1[CH:12]([CH2:14][O:15][C:16](=[O:17])[NH:18][CH:19]([CH2:20][CH2:21][CH2:22][CH2:23][NH:24][S:36]([c:32]1[cH:31][c:30]([C:29]([F:28])([F:40])[F:41])[cH:35][cH:34][cH:33]1)(=[O:37])=[O:38])[C:25](=[O:26])[OH:27])[c:11]1[c:6]-2[cH:7][cH:8][cH:9][cH:10]1. The reactants are CCN=C=NCCCN(C)C, C1CCOC1, CN(C)c1ccncc1, Cl, Cl, Cc1ccc(F)c(NC(=O)Nc2ccc(Oc3ccnc(-c4cc(C(=O)O)c[nH]4)c3)cc2)c1, O, OCCO. Yields the product Cc1ccc(F)c(NC(=O)Nc2ccc(Oc3ccnc(-c4cc(C(=O)OCCO)c[nH]4)c3)cc2)c1. Reaction SMILES: [CH2:39]([N:40]=[C:41]=[N:42][CH2:43][CH2:44][CH2:45][N:46]([CH3:47])[CH3:48])[CH3:49].[CH2:60]1[O:61][CH2:62][CH2:63][CH2:64]1.[CH3:51][N:52]([CH3:53])[c:54]1[cH:55][cH:56][n:57][cH:58][cH:59]1.[ClH:38].[ClH:50].[F:1][c:2]1[c:3]([NH:9][C:10](=[O:11])[NH:12][c:13]2[cH:14][cH:15][c:16]([O:17][c:18]3[cH:19][c:20](-[c:24]4[cH:25][c:26]([C:29](=[O:30])[OH:31])[cH:27][nH:28]4)[n:21][cH:22][cH:23]3)[cH:32][cH:33]2)[cH:4][c:5]([CH3:8])[cH:6][cH:7]1.[OH2:65].[OH:34][CH2:35][CH2:36][OH:37]>>[F:1][c:2]1[c:3]([NH:9][C:10](=[O:11])[NH:12][c:13]2[cH:14][cH:15][c:16]([O:17][c:18]3[cH:19][c:20](-[c:24]4[cH:25][c:26]([C:29](=[O:30])[O:31][CH2:36][CH2:35][OH:34])[cH:27][nH:28]4)[n:21][cH:22][cH:23]3)[cH:32][cH:33]2)[cH:4][c:5]([CH3:8])[cH:6][cH:7]1. Starting materials: CC=1O[C@H](C(N1)CO)C1=CC=CC=C1 (((5S)-2-methyl-5-phenyl-1,3-oxazolin-4-yl)methan-1-ol), S(=O)(Cl)Cl (thionyl chloride). The solvent is C(Cl)Cl (methylene chloride). Conditions: time 8 hour. Product: ClCC1N=C(O[C@H]1C1=CC=CC=C1)C ((5S)-4-chloromethyl-2-methyl-5-phenyl-4,5-dihydro-1,3-oxazole). As a reaction SMILES: [CH3:1][C:2]1[O:3][C@@H:4]([C:9]2[CH:14]=[CH:13][CH:12]=[CH:11][CH:10]=2)[CH:5]([CH2:7]O)[N:6]=1.S(Cl)([Cl:17])=O>C(Cl)Cl>[Cl:17][CH2:7][CH:5]1[C@H:4]([C:9]2[CH:14]=[CH:13][CH:12]=[CH:11][CH:10]=2)[O:3][C:2]([CH3:1])=[N:6]1. Procedure: To a stirred mixture of ((5S)-2-methyl-5-phenyl-1,3-oxazolin-4-yl)methan-1-ol (1.0 mg, 5.23 mmol) in methylene chloride (15 mL) was added thionyl chloride (570 μL, 7.81 mmol) dropwise at 0° C. The resulting mixture was stirred under an atmosphere of nitrogen for 8 hours, then concentrated under a reduced pressure to afford (5S)-4-chloromethyl-2-methyl-5-phenyl-4,5-dihydro-1,3-oxazole as a white solid (960 mg, M+1=210.1). B. To a stirred mixture of (2R)-3-((2S)-2-methylpiperazinyl)-1-(2-methylben...